Dataset: the Open Reaction Database (ORD), a public repository of structured organic reaction records. Task: describe an organic reaction: reactants, conditions, products, and yield Reactants: BrC1=C(C=CC(=C1)[N+](=O)[O-])N1CC(CC1)NC(OCC[Si](C)(C)C)=O (2-(trimethylsilyl)ethyl [1-(2-bromo-4-nitrophenyl)pyrrolidin-3-yl]carbamate), C(#C)C=1C=C(C=CC1)NC(OC(C)(C)C)=O (tert-butyl (3-ethynylphenyl)carbamate). The product is C(C)(C)(C)OC(=O)NC=1C=C(C=CC1)C#CC1=C(C=CC(=C1)[N+](=O)[O-])N1CC(CC1)NC(OCC[Si](C)(C)C)=O (2-(Trimethylsilyl)ethyl {1-[2-({3-[(tert-butoxycarbonyl)amino]phenyl}ethynyl)-4-nitrophenyl]pyrrolidin-3-yl}carbamate). Yield: 91.0%. RXN SMILES: Br[C:2]1[CH:7]=[C:6]([N+:8]([O-:10])=[O:9])[CH:5]=[CH:4][C:3]=1[N:11]1[CH2:15][CH2:14][CH:13]([NH:16][C:17](=[O:25])[O:18][CH2:19][CH2:20][Si:21]([CH3:24])([CH3:23])[CH3:22])[CH2:12]1.[C:26]([C:28]1[CH:29]=[C:30]([NH:34][C:35](=[O:41])[O:36][C:37]([CH3:40])([CH3:39])[CH3:38])[CH:31]=[CH:32][CH:33]=1)#[CH:27]>>[C:37]([O:36][C:35]([NH:34][C:30]1[CH:29]=[C:28]([C:26]#[C:27][C:2]2[CH:7]=[C:6]([N+:8]([O-:10])=[O:9])[CH:5]=[CH:4][C:3]=2[N:11]2[CH2:15][CH2:14][CH:13]([NH:16][C:17](=[O:25])[O:18][CH2:19][CH2:20][Si:21]([CH3:24])([CH3:23])[CH3:22])[CH2:12]2)[CH:33]=[CH:32][CH:31]=1)=[O:41])([CH3:40])([CH3:39])[CH3:38]. Reported procedure: The desired compound was prepared according to the procedure of Example A11, step C, using 2-(trimethylsilyl)ethyl [1-(2-bromo-4-nitrophenyl)pyrrolidin-3-yl]carbamate and tert-butyl (3-ethynylphenyl)carbamate as the starting materials in 91% yield. LCMS for C29H39N4O6Si (M+H)+: m/z=567.2. Reactants: Cc1ccc2c(C3=CCNCC3)c[nH]c2c1, CN(C)C=O, ClCCCOc1cccc2[nH]ccc12, [K+], [K+], O=C([O-])[O-]. Product: Cc1ccc2c(C3=CCN(CCCOc4cccc5[nH]ccc45)CC3)c[nH]c2c1. RXN SMILES: [CH3:15][c:16]1[cH:17][cH:18][c:19]2[c:20]([C:25]3=[CH:30][CH2:29][NH:28][CH2:27][CH2:26]3)[cH:21][nH:22][c:23]2[cH:24]1.[CH3:37][N:38]([CH3:39])[CH:40]=[O:41].[Cl:1][CH2:2][CH2:3][CH2:4][O:5][c:6]1[c:7]2[cH:8][cH:9][nH:10][c:11]2[cH:12][cH:13][cH:14]1.[K+:31].[K+:32].[O-:33][C:34]([O-:35])=[O:36]>>[CH2:2]([CH2:3][CH2:4][O:5][c:6]1[c:7]2[cH:8][cH:9][nH:10][c:11]2[cH:12][cH:13][cH:14]1)[N:28]1[CH2:27][CH2:26][C:25]([c:20]2[c:19]3[cH:18][cH:17][c:16]([CH3:15])[cH:24][c:23]3[nH:22][cH:21]2)=[CH:30][CH2:29]1. Starting materials: C1=CC(=CC=C1N)N (p-phenylenediamine), C1=CC=CC=2C3=CC=CC=C3C(C12)COC(=O)ON1C(CCC1=O)=O (N-(9-fluorenylmethoxycarbonyloxy)succinimide). Solvent: O1CCOCC1.O (dioxane water). Yields the product C1=CC=CC=2C3=CC=CC=C3C(C12)COC(=O)NC1=CC=C(N)C=C1 (4-((9-Fluorenylmethyloxycarbonyl)amino)aniline). RXN SMILES: [CH:1]1[C:6]([NH2:7])=[CH:5][CH:4]=[C:3]([NH2:8])[CH:2]=1.[CH:9]1[C:21]2[CH:20]([CH2:22][O:23][C:24](ON3C(=O)CCC3=O)=[O:25])[C:19]3[C:14](=[CH:15][CH:16]=[CH:17][CH:18]=3)[C:13]=2[CH:12]=[CH:11][CH:10]=1>O1CCOCC1.O>[CH:9]1[C:21]2[CH:20]([CH2:22][O:23][C:24]([NH:7][C:6]3[CH:5]=[CH:4][C:3]([NH2:8])=[CH:2][CH:1]=3)=[O:25])[C:19]3[C:14](=[CH:15][CH:16]=[CH:17][CH:18]=3)[C:13]=2[CH:12]=[CH:11][CH:10]=1 |f:2.3|. Procedure: 4-((9-Fluorenylmethyloxycarbonyl)amino)aniline is prepared from p-phenylenediamine (2.16 g, 0.02 mole) and N-(9-fluorenylmethoxycarbonyloxy)succinimide (6.75 g, 0.02 mole) in dioxane-water (1:1). Purification is achieved by crystallization. This product is coupled to BOC-L-Glu-α-O-Benzyl using HOBT/DCC. After the usual work-up, the fully-protected amino acid derivative is dissolved in MeOH and treated with hydrogen gas at 1 atmosphere pressure in the presence of palladium-on-carbon catalyst unti... The reagents and catalysts are C=1C=CC(=CC1)[P](C=2C=CC=CC2)(C=3C=CC=CC3)[Pd]([P](C=4C=CC=CC4)(C=5C=CC=CC5)C=6C=CC=CC6)([P](C=7C=CC=CC7)(C=8C=CC=CC8)C=9C=CC=CC9)[P](C=1C=CC=CC1)(C=1C=CC=CC1)C=1C=CC=CC1 (tetrakis(triphenylphosphine)palladium). Yield: 45.8%. Reactants: FC(S(=O)(=O)OC1=CC=C2CC[C@@H](CC2=C1)NC(=O)OC(C)(C)C)(F)F ((S)-2-(tert-butoxycarbonylamino)-1,2,3,4-tetrahydronaphthalen-7-yl trifluoromethanesulfonate), P(=O)([O-])([O-])[O-].[K+].[K+].[K+] (potassium phosphate), C(CCC=C)(=O)OCC (Ethyl 4-pentenoate), C12CCCC(CCC1)B2 (9-borabicyclo[3.3.1]nonane). Reaction SMILES: [C:1]([O:7][CH2:8][CH3:9])(=[O:6])[CH2:2][CH2:3][CH:4]=[CH2:5].C12BC(CCC1)CCC2.FC(F)(F)S(O[C:25]1[CH:34]=[C:33]2[C:28]([CH2:29][CH2:30][C@H:31]([NH:35][C:36]([O:38][C:39]([CH3:42])([CH3:41])[CH3:40])=[O:37])[CH2:32]2)=[CH:27][CH:26]=1)(=O)=O.P([O-])([O-])([O-])=O.[K+].[K+].[K+]>O1CCCC1.C1C=CC([P]([Pd]([P](C2C=CC=CC=2)(C2C=CC=CC=2)C2C=CC=CC=2)([P](C2C=CC=CC=2)(C2C=CC=CC=2)C2C=CC=CC=2)[P](C2C=CC=CC=2)(C2C=CC=CC=2)C2C=CC=CC=2)(C2C=CC=CC=2)C2C=CC=CC=2)=CC=1.O.O1CCOCC1>[C:39]([O:38][C:36]([NH:35][C@H:31]1[CH2:30][CH2:29][C:28]2[C:33](=[CH:34][C:25]([CH2:5][CH2:4][CH2:3][CH2:2][C:1]([O:7][CH2:8][CH3:9])=[O:6])=[CH:26][CH:27]=2)[CH2:32]1)=[O:37])([CH3:42])([CH3:40])[CH3:41] |f:3.4.5.6,^1:61,63,82,101|. Reported procedure: Ethyl 4-pentenoate (317 mg) was dissolved in tetrahydrofuran (5 ml), and 9-borabicyclo[3.3.1]nonane (302 mg) was added to the solution. After reaction for 15 hours at room temperature with stirring, 1,4-dioxane (9 ml), (S)-2-(tert-butoxycarbonylamino)-1,2,3,4-tetrahydronaphthalen-7-yl trifluoromethanesulfonate (890 mg), tetrakis(triphenylphosphine)palladium (0) (65 mg) and potassium phosphate (716 mg) were added to the reaction mixture, followed by reaction for 15 hours at 85° C. with stirring. ... The product is C(C)(C)(C)OC(=O)N[C@@H]1CC2=CC(=CC=C2CC1)CCCCC(=O)OCC (ethyl (S)-5-[2-(tert-butoxycarbonylamino)-1,2,3,4-tetrahydronaphthalen-7-yl]valerate). Solvent: O1CCOCC1 (1,4-dioxane), O (Water), O1CCCC1 (tetrahydrofuran). Reactants: C(C)(=O)O[C@]1(C(C)=O)CC[C@H]2[C@@H]3[C@@H]([C@H](C4=CC(OC[C@]4(C)[C@H]3CC[C@]12C)=O)Cl)O (17α-acetoxy-6β-chloro-7α-hydroxy-2-oxa-4-pregnene-3,20-dione), CS(=O)(=O)Cl (methanesulfonyl chloride), N1=CC=CC=C1 (pyridine). Solvent: O (water). Reaction conditions: time 1 hour. The product is C(C)(=O)O[C@]1(C(C)=O)CC[C@H]2[C@@H]3[C@@H]([C@H](C4=CC(OC[C@]4(C)[C@H]3CC[C@]12C)=O)Cl)OS(=O)(=O)C (17α-acetoxy-6β-chloro-7α-mesyloxy-2-oxa-4-pregnene-3,20-dione). RXN SMILES: [C:1]([O:4][C@:5]1([C@:25]2([CH3:26])[C@H:11]([C@H:12]3[C@H:22]([CH2:23][CH2:24]2)[C@:20]2([CH3:21])[C:15](=[CH:16][C:17](=[O:27])[O:18][CH2:19]2)[C@H:14]([Cl:28])[C@H:13]3[OH:29])[CH2:10][CH2:9]1)[C:6](=[O:8])[CH3:7])(=[O:3])[CH3:2].[CH3:30][S:31](Cl)(=[O:33])=[O:32].N1C=CC=CC=1>O>[C:1]([O:4][C@:5]1([C@:25]2([CH3:26])[C@H:11]([C@H:12]3[C@H:22]([CH2:23][CH2:24]2)[C@:20]2([CH3:21])[C:15](=[CH:16][C:17](=[O:27])[O:18][CH2:19]2)[C@H:14]([Cl:28])[C@H:13]3[O:29][S:31]([CH3:30])(=[O:33])=[O:32])[CH2:10][CH2:9]1)[C:6](=[O:8])[CH3:7])(=[O:3])[CH3:2]. Procedure details: A mixture of 1.76 g of 17α-acetoxy-6β-chloro-7α-hydroxy-2-oxa-4-pregnene-3,20-dione, 1.11 ml of methanesulfonyl chloride and 5.2 ml of pyridine was stirred for 1 hour under ice cooling, and then for 12 hours at room temperature. Ice-cooled water was added to the reaction mixture, and the precipitated crystals were collected by filtration to give 2.01 g of 17α-acetoxy-6β-chloro-7α-mesyloxy-2-oxa-4-pregnene-3,20-dione. Reactants: CC[O-], CCO, CCOC=O, Cl, [Na+], Cn1nccc1C(=O)Nc1cccc(C(=O)c2ccc3c(c2)NC(=O)C3)c1. Product: Cn1nccc1C(=O)Nc1cccc(C(=O)c2ccc3c(c2)NC(=O)C3=CO)c1. RXN SMILES: [CH3:34][CH2:35][O-:36].[CH3:38][CH2:39][OH:40].[CH:28](=[O:29])[O:30][CH2:31][CH3:32].[ClH:37].[Na+:33].[O:1]=[C:2]1[NH:3][c:4]2[cH:5][c:6]([C:11](=[O:12])[c:13]3[cH:14][c:15]([NH:19][C:20](=[O:21])[c:22]4[n:23]([CH3:27])[n:24][cH:25][cH:26]4)[cH:16][cH:17][cH:18]3)[cH:7][cH:8][c:9]2[CH2:10]1>>[O:1]=[C:2]1[NH:3][c:4]2[cH:5][c:6]([C:11](=[O:12])[c:13]3[cH:14][c:15]([NH:19][C:20](=[O:21])[c:22]4[n:23]([CH3:27])[n:24][cH:25][cH:26]4)[cH:16][cH:17][cH:18]3)[cH:7][cH:8][c:9]2[C:10]1=[CH:28][OH:29]. Procedure details: A solution of 4-(3-trifluoromethylphenyl)-7-methoxy-1-tetralone (3.1 g) in acetic acid (25 ml) and hydrobromic acid (48%, 25 ml) was heated under reflux for 16 hr. The solution was concentrated in vacuo, water was added and the mixture extracted with ethyl acetate, the extracts washed well with water and sodium bicarbonate solution, dried (MgSO4) and the solvent removed to leave 4-(3-trifluoromethylphenyl)-7-hydroxy-1-tetralone as a dark green oil, used without purification. The oil was taken up... Solvent: C(C)(=O)O (acetic acid), Br (hydrobromic acid). RXN SMILES: [F:1][C:2]([F:23])([F:22])[C:3]1[CH:4]=[C:5]([CH:9]2[C:18]3[C:13](=[CH:14][C:15]([O:19]C)=[CH:16][CH:17]=3)[C:12](=[O:21])[CH2:11][CH2:10]2)[CH:6]=[CH:7][CH:8]=1>C(O)(=O)C.Br>[F:1][C:2]([F:22])([F:23])[C:3]1[CH:4]=[C:5]([CH:9]2[C:18]3[C:13](=[CH:14][C:15]([OH:19])=[CH:16][CH:17]=3)[C:12](=[O:21])[CH2:11][CH2:10]2)[CH:6]=[CH:7][CH:8]=1. The reactants are FC(C=1C=C(C=CC1)C1CCC(C2=CC(=CC=C12)OC)=O)(F)F (4-(3-trifluoromethylphenyl)-7-methoxy-1-tetralone). Product: FC(C=1C=C(C=CC1)C1CCC(C2=CC(=CC=C12)O)=O)(F)F (4-(3-trifluoromethylphenyl)-7-hydroxy-1-tetralone).